The task is: describe an organic reaction: reactants, conditions, products, and yield. This data is from the Open Reaction Database (ORD), a public repository of structured organic reaction records. Starting materials: C1CCNCC1, CCc1nc(C)c(-c2cc(F)ccc2[N+](=O)[O-])[nH]1, CCOC(C)=O. Product: CCc1nc(C)c(-c2cc(N3CCCCC3)ccc2[N+](=O)[O-])[nH]1. As a reaction SMILES: [CH2:19]1[CH2:20][CH2:21][NH:22][CH2:23][CH2:24]1.[CH2:1]([CH3:2])[c:3]1[nH:4][c:5](-[c:9]2[c:10]([N+:16](=[O:17])[O-:18])[cH:11][cH:12][c:13]([F:15])[cH:14]2)[c:6]([CH3:8])[n:7]1.[CH2:25]([O:26][C:27](=[O:28])[CH3:29])[CH3:30]>>[CH2:1]([CH3:2])[c:3]1[nH:4][c:5](-[c:9]2[c:10]([N+:16](=[O:17])[O-:18])[cH:11][cH:12][c:13]([N:22]3[CH2:21][CH2:20][CH2:19][CH2:24][CH2:23]3)[cH:14]2)[c:6]([CH3:8])[n:7]1. Reaction SMILES: [Br:1][c:2]1[cH:3][cH:4][c:5]([Br:6])[cH:7][cH:8]1.[CH2:22]1[O:23][CH2:24][CH2:25][CH2:26]1.[CH3:9][CH2:10][CH2:11][CH2:12][Li:13].[F:14][C:15]([CH2:16][C:17]([CH3:18])=[O:19])([F:20])[F:21]>>[c:2]1([C:17]([CH2:16][C:15]([F:14])([F:20])[F:21])([CH3:18])[OH:19])[cH:3][cH:4][c:5]([Br:6])[cH:7][cH:8]1. Product: CC(O)(CC(F)(F)F)c1ccc(Br)cc1. The reactants are Brc1ccc(Br)cc1, C1CCOC1, [Li]CCCC, CC(=O)CC(F)(F)F.